Dataset: the Open Reaction Database (ORD), a public repository of structured organic reaction records. Task: describe an organic reaction: reactants, conditions, products, and yield Starting materials: CCCCCCCC (n-octane), C(C)(C)C1=CC=C(CCl)C=C1 (para-isopropylbenzyl chloride), C1(=CC=CC=C1)P(C1=CC=CC=C1)C1=CC=CC=C1 (triphenylphosphine). Solvent: CO (methyl alcohol). Yields the product [Cl-].C(C)(C)C1=CC=C(C[P+](C2=CC=CC=C2)(C2=CC=CC=C2)C2=CC=CC=C2)C=C1 (para-isopropylbenzyl triphenylphosphonium chloride). Yield: 45.0%. RXN SMILES: CCCCCCCC.[CH:9]([C:12]1[CH:19]=[CH:18][C:15]([CH2:16][Cl:17])=[CH:14][CH:13]=1)([CH3:11])[CH3:10].[C:20]1([P:26]([C:33]2[CH:38]=[CH:37][CH:36]=[CH:35][CH:34]=2)[C:27]2[CH:32]=[CH:31][CH:30]=[CH:29][CH:28]=2)[CH:25]=[CH:24][CH:23]=[CH:22][CH:21]=1>CO>[Cl-:17].[CH:9]([C:12]1[CH:19]=[CH:18][C:15]([CH2:16][P+:26]([C:27]2[CH:28]=[CH:29][CH:30]=[CH:31][CH:32]=2)([C:33]2[CH:38]=[CH:37][CH:36]=[CH:35][CH:34]=2)[C:20]2[CH:21]=[CH:22][CH:23]=[CH:24][CH:25]=2)=[CH:14][CH:13]=1)([CH3:11])[CH3:10] |f:4.5|. Reported procedure: A large round-bottom flask was obtained and into this flask was charged 150 ml (102.4 g) n-octane having 99% purity, 84.6 g para-isopropylbenzyl chloride and 111.5 g triphenylphosphine. The reaction solution was heated to 95°-100° C. and maintained at that temperature for approximately 29 hours. At that time the heat was turned off and the reaction solution was cooled and charged with 197.5 methyl alcohol to dissolve the suspended solids. The methanol solution was then washed twice with 50 ml of... The reactants are CC[C@H](CC[C@@H](C)[C@H]1CC[C@@H]2[C@@]1(CC[C@H]3C2=CC=C4[C@@]3(CC[C@@H](C4)OC(=O)C)C)C)C(C)C (7-Dehydrositosterol acetate), [H-].[Al+3].[Li+].[H-].[H-].[H-] (lithium aluminum hydride), O (water). Solvent: CCOCC (ether), CCOCC (ether). Reaction conditions: time 2 hour. Product: CC[C@H](CC[C@@H](C)[C@H]1CC[C@@H]2[C@@]1(CC[C@H]3C2=CC=C4[C@@]3(CC[C@@H](C4)O)C)C)C(C)C (7-Dehydrositosterol). RXN SMILES: [CH3:1][CH2:2][C@@H:3]([CH:31]([CH3:33])[CH3:32])[CH2:4][CH2:5][C@H:6]([C@@H:8]1[C@@:12]2([CH3:30])[CH2:13][CH2:14][C@@H:15]3[C@@:20]4([CH3:29])[CH2:21][CH2:22][C@H:23]([O:25]C(C)=O)[CH2:24][C:19]4=[CH:18][CH:17]=[C:16]3[C@@H:11]2[CH2:10][CH2:9]1)[CH3:7].[H-].[Al+3].[Li+].[H-].[H-].[H-].O>CCOCC>[CH3:1][CH2:2][C@@H:3]([CH:31]([CH3:32])[CH3:33])[CH2:4][CH2:5][C@H:6]([C@@H:8]1[C@@:12]2([CH3:30])[CH2:13][CH2:14][C@@H:15]3[C@@:20]4([CH3:29])[CH2:21][CH2:22][C@H:23]([OH:25])[CH2:24][C:19]4=[CH:18][CH:17]=[C:16]3[C@@H:11]2[CH2:10][CH2:9]1)[CH3:7] |f:1.2.3.4.5.6|. Procedure: To a solution of 7-dehydrositosterol acetate (6) (2.5 g, 5.5 mmol) in dry ether (200 mL) was added lithium aluminum hydride (2.09 g, 55.0 mmol). The reaction mixture was stirred at room temperature for 2 h, then cooled with an ice-water bath and the excess water (5 mL). After 30 minutes, ether (100 mL) was added and filtered. The cake was washed with ether (2×100 mL) and the combined organic extracts were dried (MgSO4), filtered and concentrated in vacuo to afford 7-dehydrositosterol (7) in quan... The reactants are FC1=CC=C(C=C1)C1=C(C=C(S1)C(=O)Cl)C1=CC=C(C=C1)S(=O)(=O)C (5-(4-Fluorophenyl)-4-[4-(methylsulfonyl)phenyl]thiophene-2-carbonyl chloride), CN (methylamine), O1CCCC1 (tetrahydrofuran), O (water). The solvent is C(C)(=O)OCC (ethyl acetate). Reaction conditions: time 2 hour. The product is CNC(=O)C=1SC(=C(C1)C1=CC=C(C=C1)S(=O)(=O)C)C1=CC=C(C=C1)F (N-methyl-5-(4-fluorophenyl)-4-[4-(methylsulfonyl)phenyl]thiophene-2-carboxamide). Reaction SMILES: [F:1][C:2]1[CH:7]=[CH:6][C:5]([C:8]2[S:12][C:11]([C:13](Cl)=[O:14])=[CH:10][C:9]=2[C:16]2[CH:21]=[CH:20][C:19]([S:22]([CH3:25])(=[O:24])=[O:23])=[CH:18][CH:17]=2)=[CH:4][CH:3]=1.[CH3:26][NH2:27].O1CCCC1.O>C(OCC)(=O)C>[CH3:26][NH:27][C:13]([C:11]1[S:12][C:8]([C:5]2[CH:6]=[CH:7][C:2]([F:1])=[CH:3][CH:4]=2)=[C:9]([C:16]2[CH:21]=[CH:20][C:19]([S:22]([CH3:25])(=[O:24])=[O:23])=[CH:18][CH:17]=2)[CH:10]=1)=[O:14]. Reported procedure: 5-(4-Fluorophenyl)-4-[4-(methylsulfonyl)phenyl]thiophene-2-carbonyl chloride (1.4 g) was added to a stirred mixture of methylamine (25% in water, 2 ml), tetrahydrofuran (15 ml) and water (5 ml) at 5° C. The mixture was stirred at room temperature for 2 hours, diluted with ethyl acetate, washed with water, and concentrated to dryness. The residue was purified by column chromatography on silica gel (20 g) eluting with a mixture of chloroform and ethyl acetate (1:1). The purified powder (1.1 g) was... Reactants: O (water), C1[C@@H]([C@@H]([C@H]([C@@H]1O)/C=C/C(COC2=CC=CC=C2)(F)F)C/C=C\CCCC(=O)O)O (Tafluprost acid), C(=O)([O-])[O-].[K+].[K+] (K2CO3), IC(C)C (2-iodopropane). The solvent is C(C)(=O)OCC (ethyl acetate), CN(C)C=O (DMF). Conditions: time 2 hour. Product: CC(C)OC(=O)CCC/C=C\C[C@H]1[C@H](C[C@H]([C@@H]1/C=C/C(COC=2C=CC=CC2)(F)F)O)O (Tafluprost). As a reaction SMILES: [CH2:1]1[C@@H:5]([OH:6])[C@H:4](/[CH:7]=[CH:8]/[C:9]([F:19])([F:18])[CH2:10][O:11][C:12]2[CH:17]=[CH:16][CH:15]=[CH:14][CH:13]=2)[C@@H:3]([CH2:20]/[CH:21]=[CH:22]\[CH2:23][CH2:24][CH2:25][C:26]([OH:28])=[O:27])[C@H:2]1[OH:29].C([O-])([O-])=O.[K+].[K+].I[CH:37]([CH3:39])[CH3:38].O>CN(C=O)C.C(OCC)(=O)C>[CH3:38][CH:37]([O:27][C:26]([CH2:25][CH2:24][CH2:23]/[CH:22]=[CH:21]\[CH2:20][C@@H:3]1[C@@H:4](/[CH:7]=[CH:8]/[C:9]([F:18])([F:19])[CH2:10][O:11][C:12]2[CH:17]=[CH:16][CH:15]=[CH:14][CH:13]=2)[C@H:5]([OH:6])[CH2:1][C@@H:2]1[OH:29])=[O:28])[CH3:39] |f:1.2.3|. Procedure: A sample of this product was hydrolyzed using methanol and 3N NaOH. After 2 h at 25° C., the mixture was acidified and extracted with ethyl acetate. After drying-concentration of the extracts, crude 11-protected Tafluprost acid was obtained. The crude 11-protected Tafluprost acid was esterified using K2CO3 and 2-iodopropane in DMF. After 2 h at 60° C., water and ethyl acetate were added and phase separated, the aqueous layer was extracted with ethyl acetate. After drying-concentration of the ext...